From a dataset of the Open Reaction Database (ORD), a public repository of structured organic reaction records. describe an organic reaction: reactants, conditions, products, and yield Starting materials: OCCN1N=C(CCC1=O)C1=CC=C(C=C1)N1C=NC=C1 (4,5-dihydro-2-(2-hydroxyethyl)-6-[4-(1H-imidazol-1-yl)phenyl]-3(2H)-pyridazinone), BrBr (bromine), CN1N=C(CCC1=O)C1=CC=C(C=C1)N1C=NC=C1 (4,5-dihydro-2-methyl-6-[4-(1H-imidazol-1-yl)phenyl]-3(2H)-pyridazinone). Solvent: C(C)(=O)O (acetic acid). Yields the product CN1N=CC=CC1=O (2-methyl-3(2H)-pyridazinone), N=1NC(C=CC1)=O (3(2H)-pyridazinone), ( 13f ). Reaction SMILES: [CH3:1][N:2]1[C:7](=[O:8])[CH2:6][CH2:5][C:4](C2C=CC(N3C=CN=C3)=CC=2)=[N:3]1.OCC[N:23]1[C:28](=[O:29])[CH2:27][CH2:26][C:25](C2C=CC(N3C=CN=C3)=CC=2)=[N:24]1.BrBr>C(O)(=O)C>[CH3:1][N:2]1[C:7](=[O:8])[CH:6]=[CH:5][CH:4]=[N:3]1.[N:24]1[NH:23][C:28](=[O:29])[CH:27]=[CH:26][CH:25]=1. Procedure details: Using the procedure of this Example, reaction of 4,5-dihydro-2-methyl-6-[4-(1H-imidazol-1-yl)phenyl]-3(2H)-pyridazinone and 4,5-dihydro-2-(2-hydroxyethyl)-6-[4-(1H-imidazol-1-yl)phenyl]-3(2H)-pyridazinone with bromine in acetic acid gives 6-[4-1H-imidazol-1-yl)phenyl]-2-methyl-3(2H)-pyridazinone (13e) and 2-(2-hydroxyethyl)-6-[4-1H-imidazol-1-yl)phenyl]-3(2H)-pyridazinone respectively (13f). The reactants are C(CCCCCCCCCCC)N(C)CCOC1=CC(=C(C=C1)CCC(=O)OC)C=C (3-[4-[2-(N-Dodecyl-N-methylamino)ethoxy]-2-vinylphenyl]propanoic acid, methyl ester), Cl.C(CCCCCCCCCCC)N(C)CCOC1=CC=C(C=C1)CCC(=O)O (3-[4-[2-(N-dodecyl-N-methylamino)ethoxy]phenyl]propanoic acid, hydrochloride). Yields the product Cl.C(CCCCCCCCCCC)N(C)CCOC1=CC(=C(C=C1)CCC(=O)O)C=C (3-[4-[2-(N-Dodecyl-N-methylamino)ethoxy]-2-vinylphenyl]propanoic acid, hydrochloride). Yield: 93.0%. As a reaction SMILES: [CH2:1]([N:13]([CH2:15][CH2:16][O:17][C:18]1[CH:23]=[CH:22][C:21]([CH2:24][CH2:25][C:26]([O:28]C)=[O:27])=[C:20]([CH:30]=[CH2:31])[CH:19]=1)[CH3:14])[CH2:2][CH2:3][CH2:4][CH2:5][CH2:6][CH2:7][CH2:8][CH2:9][CH2:10][CH2:11][CH3:12].[ClH:32].C(N(CCOC1C=CC(CCC(O)=O)=CC=1)C)CCCCCCCCCCC>>[ClH:32].[CH2:1]([N:13]([CH2:15][CH2:16][O:17][C:18]1[CH:23]=[CH:22][C:21]([CH2:24][CH2:25][C:26]([OH:28])=[O:27])=[C:20]([CH:30]=[CH2:31])[CH:19]=1)[CH3:14])[CH2:2][CH2:3][CH2:4][CH2:5][CH2:6][CH2:7][CH2:8][CH2:9][CH2:10][CH2:11][CH3:12] |f:1.2,3.4|. Procedure details: 3-[4-[2-(N-Dodecyl-N-methylamino)ethoxy]-2-vinylphenyl]propanoic acid, methyl ester (178 mg, 0.412 mmol) was saponified as described in the preparation of 3-[4-[2-(N-dodecyl-N-methylamino)ethoxy]phenyl]propanoic acid, hydrochloride and afforded the title compound (175 mg, 93%) as a clear oil. The reactants are C1CCOC1, C[O-], O=c1nc(Cl)cnn1-c1cc(Cl)cc(Cl)c1, [Na+]. The product is COc1cnn(-c2cc(Cl)cc(Cl)c2)c(=O)n1. As a reaction SMILES: [CH2:20]1[O:21][CH2:22][CH2:23][CH2:24]1.[CH3:17][O-:18].[Cl:1][c:2]1[cH:3][c:4](-[n:9]2[n:10][cH:11][c:12]([Cl:16])[n:13][c:14]2=[O:15])[cH:5][c:6]([Cl:8])[cH:7]1.[Na+:19]>>[Cl:1][c:2]1[cH:3][c:4](-[n:9]2[n:10][cH:11][c:12]([O:18][CH3:17])[n:13][c:14]2=[O:15])[cH:5][c:6]([Cl:8])[cH:7]1. Starting materials: FC1=CC=C(C2=C(N(N=C12)C(C)C)C1=CC=C(C=C1)OC)C (7-fluoro-2-isopropyl-3-(4-methoxyphenyl)-methyl-2H-indazole), B(Br)(Br)Br (boron tribromide), C1=CCCCC1 (cyclohexene). Yield: 88.8%. Procedure: Prepared according to Method D step C from 7-fluoro-2-isopropyl-3-(4-methoxyphenyl)-methyl-2H-indazole (0.007 g, 0.025 mmol), boron tribromide (0.05 mL, 0.5 mmol) and 0.2 mL of cyclohexene to give the product (0.006 g). Product: FC1=CC=CC2=C(N(N=C12)C(C)C)C1=CC=C(C=C1)O (4-(7-fluoro-2-isopropyl-2H-indazol-3-yl)phenol). RXN SMILES: [F:1][C:2]1[C:10]2[C:6](=[C:7]([C:14]3[CH:19]=[CH:18][C:17]([O:20]C)=[CH:16][CH:15]=3)[N:8]([CH:11]([CH3:13])[CH3:12])[N:9]=2)[C:5](C)=[CH:4][CH:3]=1.B(Br)(Br)Br.C1CCCCC=1>>[F:1][C:2]1[C:10]2[C:6](=[C:7]([C:14]3[CH:15]=[CH:16][C:17]([OH:20])=[CH:18][CH:19]=3)[N:8]([CH:11]([CH3:12])[CH3:13])[N:9]=2)[CH:5]=[CH:4][CH:3]=1.